This data is from the Open Reaction Database (ORD), a public repository of structured organic reaction records. The task is: describe an organic reaction: reactants, conditions, products, and yield The reactants are CCCCCC, CCOC=O, ClCCl, NCc1nc2ccccc2o1. Yields the product O=CNCc1nc2ccccc2o1. As a reaction SMILES: [CH3:17][CH2:18][CH2:19][CH2:20][CH2:21][CH3:22].[CH:12](=[O:13])[O:14][CH2:15][CH3:16].[Cl:23][CH2:24][Cl:25].[NH2:1][CH2:2][c:3]1[o:4][c:5]2[c:6]([n:7]1)[cH:8][cH:9][cH:10][cH:11]2>>[NH:1]([CH2:2][c:3]1[o:4][c:5]2[c:6]([n:7]1)[cH:8][cH:9][cH:10][cH:11]2)[CH:12]=[O:13].